Dataset: the Open Reaction Database (ORD), a public repository of structured organic reaction records. Task: describe an organic reaction: reactants, conditions, products, and yield Reactants: COC1=CC=C(C=C1)C1(C(OC2=C1C(=C(C(=C2C)C)N2CCN(CC2)C2=CC=C(C=C2)OC)C)(C)C)O (3-(4-methoxyphenyl)-5-(4-(4-methoxyphenyl)piperazin-1-yl)-2,2,4,6,7-pentamethyl-2,3-dihydro-1-benzofuran-3-ol). Run in C(C)O (ethanol). Product: COC1=CC=C(C=C1)N1CCN(CC1)C=1C(=C(C2=C(C(C(O2)(C)C)C2=CC=C(C=C2)OC)C1C)C)C (4-(4-methoxyphenyl)-1-(3-(4-methoxyphenyl)-2,2,4,6,7-pentamethyl-2,3-dihydro-1-benzofuran-5-yl)piperazine). The yield is 88.0%. RXN SMILES: [CH3:1][O:2][C:3]1[CH:8]=[CH:7][C:6]([C:9]2(O)[C:13]3[C:14]([CH3:34])=[C:15]([N:20]4[CH2:25][CH2:24][N:23]([C:26]5[CH:31]=[CH:30][C:29]([O:32][CH3:33])=[CH:28][CH:27]=5)[CH2:22][CH2:21]4)[C:16]([CH3:19])=[C:17]([CH3:18])[C:12]=3[O:11][C:10]2([CH3:36])[CH3:35])=[CH:5][CH:4]=1>C(O)C>[CH3:33][O:32][C:29]1[CH:30]=[CH:31][C:26]([N:23]2[CH2:22][CH2:21][N:20]([C:15]3[C:16]([CH3:19])=[C:17]([CH3:18])[C:12]4[O:11][C:10]([CH3:36])([CH3:35])[CH:9]([C:6]5[CH:5]=[CH:4][C:3]([O:2][CH3:1])=[CH:8][CH:7]=5)[C:13]=4[C:14]=3[CH3:34])[CH2:25][CH2:24]2)=[CH:27][CH:28]=1. Procedure details: Using 3-(4-methoxyphenyl)-5-(4-(4-methoxyphenyl)piperazin-1-yl)-2,2,4,6,7-pentamethyl-2,3-dihydro-1-benzofuran-3-ol obtained in Example 66, the title compound was synthesized in the same manner as in Example 46. Yield 88%. mp. 205–207° C. (ethanol).